Dataset: the Open Reaction Database (ORD), a public repository of structured organic reaction records. Task: describe an organic reaction: reactants, conditions, products, and yield The reactants are O=C(OCC)C=1C=C(O)C=C(O)C1. The reagents and catalysts are O1B(OC(C)(C)C1(C)C)B2OC(C)(C)C(O2)(C)C, O1BOC(C)(C)C1(C)C, O=C1C=CC=2C=CC=C(C3=CN=C(C=C3)C=4N=CC=CC4)C2N1, C[OH2+].C[OH2+].C1CC=CCCC=C1.C1CC=CCCC=C1.[Ir].[Ir]. Run in O1CCCC1. Reaction conditions: temperature 120 celsius, time 12 hour. The product is O=C(OCC)C1=CC(O)=C(B2OC(C)(C)C(O2)(C)C)C(O)=C1. Yield: 71.0%. Starting materials: O=C(Cl)c1c(Cl)cccc1Cl, Clc1ccccc1Cl, Nc1nc(C(Cl)(Cl)Cl)ns1. Yields the product O=C(Nc1nc(C(Cl)(Cl)Cl)ns1)c1c(Cl)cccc1Cl. RXN SMILES: [Cl:11][c:12]1[c:13]([C:14](=[O:15])[Cl:16])[c:17]([Cl:21])[cH:18][cH:19][cH:20]1.[Cl:22][c:23]1[cH:24][cH:25][cH:26][cH:27][c:28]1[Cl:29].[NH2:1][c:2]1[n:3][c:4]([C:7]([Cl:8])([Cl:9])[Cl:10])[n:5][s:6]1>>[NH:1]([c:2]1[n:3][c:4]([C:7]([Cl:8])([Cl:9])[Cl:10])[n:5][s:6]1)[C:14]([c:13]1[c:12]([Cl:11])[cH:20][cH:19][cH:18][c:17]1[Cl:21])=[O:15]. Reactants: O.C1(=CC=C(C=C1)S(=O)(=O)O)C (p-toluenesulfonic acid monohydrate), C(CCC)C(C(=O)OCC)(C(=O)OCC)C (diethyl butylmethylmalonate), C(C)O (ethanol). Run in O (water). Conditions: time 15 minute. The product is CC(C(=O)O)CCCC (2-methylhexanoic acid). Isolated yield 90.0%. As a reaction SMILES: O.C1(C)C=CC(S(O)(=O)=O)=CC=1.[CH2:13]([C:17](C)([C:23](OCC)=O)[C:18]([O:20]CC)=[O:19])[CH2:14][CH2:15][CH3:16].C(O)C>O>[CH3:23][CH:17]([CH2:13][CH2:14][CH2:15][CH3:16])[C:18]([OH:20])=[O:19] |f:0.1|. Procedure details: A mixture of 40 g of p-toluenesulfonic acid monohydrate and 313 g of diethyl butylmethylmalonate was heated to 125°-135° C. in a flask equipped with a distillation column packed with Raschig rings. After 15 minutes, ethanol began to reflux in the distillation head. Ethanol was distilled as it formed and the pot temperature was maintained at 120°-126° C. by periodic addition of water to the pot. After 22 hours, the distillation of ethanol had ceased. The mixture then was cooled and treated with 7...